From a dataset of the Open Reaction Database (ORD), a public repository of structured organic reaction records. describe an organic reaction: reactants, conditions, products, and yield The reactants are [H-].[Na+] (Sodium hydride), N1C=C(C=C1)C=O (1H-Pyrrole-3-carbaldehyde), FC(C)(F)C1=NC2=C(N1CC1CCOCC1)C=CC(=C2)S(=O)(=O)Cl (2-(1,1-difluoroethyl)-1-(tetrahydro-2H-pyran-4-ylmethyl)-1H-benzimidazole-5-sulfonyl chloride). Solvent: C1CCOC1 (THF). Conditions: time 1 hour. Yields the product FC(C)(F)C1=NC2=C(N1CC1CCOCC1)C=CC(=C2)S(=O)(=O)N2C=C(C=C2)C=O (1-{[2-(1,1-difluoroethyl)-1-(tetrahydro-2H-pyran-4-ylmethyl)-1H-benzimidazol-5-yl]sulfonyl}-1H-pyrrole-3-carbaldehyde). Reaction SMILES: [H-].[Na+].[NH:3]1[CH:7]=[CH:6][C:5]([CH:8]=[O:9])=[CH:4]1.[F:10][C:11]([C:14]1[N:18]([CH2:19][CH:20]2[CH2:25][CH2:24][O:23][CH2:22][CH2:21]2)[C:17]2[CH:26]=[CH:27][C:28]([S:30](Cl)(=[O:32])=[O:31])=[CH:29][C:16]=2[N:15]=1)([F:13])[CH3:12]>C1COCC1>[F:10][C:11]([C:14]1[N:18]([CH2:19][CH:20]2[CH2:21][CH2:22][O:23][CH2:24][CH2:25]2)[C:17]2[CH:26]=[CH:27][C:28]([S:30]([N:3]3[CH:7]=[CH:6][C:5]([CH:8]=[O:9])=[CH:4]3)(=[O:31])=[O:32])=[CH:29][C:16]=2[N:15]=1)([F:13])[CH3:12] |f:0.1|. Procedure details: Sodium hydride (0.55 mg, 60%, 13.8 mmol) was added to a solution of 1H-Pyrrole-3-carbaldehyde (0.26 g, 2.7 mmol) in 30 mL of THF at 0° C. After stirring for 1 h, 2-(1,1-difluoroethyl)-1-(tetrahydro-2H-pyran-4-ylmethyl)-1H-benzimidazole-5-sulfonyl chloride (0.95 g, 2.5 mmol) was added. The reaction mixture was stirred for 3 h at 0° C., quenched with NaHCO3 (10 mL) and diluted with EtOAc (150 mL). The organic phases were washed with NaCl (2×20 mL) and dried over Na2SO4. The product was purified by... Starting materials: Cl (hydrochloric acid), C(C)OC=1C=2N(C3=CC=CC=C3N1)C=C(N2)C(=O)OCC (ethyl 4-ethoxy-imidazo-[1,2-a]-quinoxaline-2-carboxylate), O (water), [OH-].[Na+] (sodium hydroxide). Solvent: C(C)O (ethanol). Conditions: time 8 hour. Yields the product C(C)OC=1C=2N(C3=CC=CC=C3N1)C=C(N2)C(=O)O (4-ethoxy-imidazo-[1,2-a]-quinoxaline-2-carboxylic acid). As a reaction SMILES: [CH2:1]([O:3][C:4]1[C:5]2[N:6]([CH:14]=[C:15]([C:17]([O:19]CC)=[O:18])[N:16]=2)[C:7]2[C:12]([N:13]=1)=[CH:11][CH:10]=[CH:9][CH:8]=2)[CH3:2].O.[OH-].[Na+].Cl>C(O)C>[CH2:1]([O:3][C:4]1[C:5]2[N:6]([CH:14]=[C:15]([C:17]([OH:19])=[O:18])[N:16]=2)[C:7]2[C:12]([N:13]=1)=[CH:11][CH:10]=[CH:9][CH:8]=2)[CH3:2] |f:2.3|. Procedure: A suspension of 0.5 g of the product of Step B, 50 ml of water, 15 ml of ethanol and 8 ml of 1 N sodium hydroxide solution was stirred overnight to obtain a clear colorless solution which was acidified with concentrated hydrochloric acid. The mixture was filtered to obtain 4-ethoxy-imidazo-[1,2-a]-quinoxaline-2-carboxylic acid melting at 220°-222° C. Reactants: CC1(C)C=C(C#N)c2cc([N+](=O)[O-])ccc2O1, CC(=O)O, O, O=S(=O)(O)O. The product is CC1(C)C=C(C(=O)O)c2cc([N+](=O)[O-])ccc2O1. Reaction SMILES: [C:1]([C:2]1=[CH:4][C:5]([CH3:16])([CH3:17])[O:6][c:7]2[c:8]1[cH:9][c:10]([N+:13](=[O:14])[O-:15])[cH:11][cH:12]2)#[N:3].[CH3:18][C:19]([OH:20])=[O:21].[OH2:27].[S:22](=[O:23])(=[O:24])([OH:25])[OH:26]>>[CH:4]1=[C:18]([C:19]([OH:20])=[O:21])[c:8]2[c:7]([cH:12][cH:11][c:10]([N+:13](=[O:14])[O-:15])[cH:9]2)[O:6][C:5]1([CH3:16])[CH3:17]. Reactants: FC(C=1C=C(C=CC1)C1=CC=C(S1)CN1N=CC(=C1)C(=O)OCC)(F)F (ethyl 1-({5-[3-(trifluoromethyl)phenyl]thiophen-2-yl}methyl)-1H-pyrazole-4-carboxylate), [OH-].[Na+] (sodium hydroxide), O (Water). Solvent: C(C)O.O1CCCC1 (ethanol tetrahydrofuran). Run at time 8 hour. Product: FC(C=1C=C(C=CC1)C1=CC=C(S1)CN1N=CC(=C1)C(=O)O)(F)F (1-({5-[3-(trifluoromethyl)phenyl]thiophen-2-yl}methyl)-1H-pyrazole-4-carboxylic acid). Isolated yield 69.9%. As a reaction SMILES: [F:1][C:2]([F:26])([F:25])[C:3]1[CH:4]=[C:5]([C:9]2[S:13][C:12]([CH2:14][N:15]3[CH:19]=[C:18]([C:20]([O:22]CC)=[O:21])[CH:17]=[N:16]3)=[CH:11][CH:10]=2)[CH:6]=[CH:7][CH:8]=1.[OH-].[Na+].O>C(O)C.O1CCCC1>[F:25][C:2]([F:1])([F:26])[C:3]1[CH:4]=[C:5]([C:9]2[S:13][C:12]([CH2:14][N:15]3[CH:19]=[C:18]([C:20]([OH:22])=[O:21])[CH:17]=[N:16]3)=[CH:11][CH:10]=2)[CH:6]=[CH:7][CH:8]=1 |f:1.2,4.5|. Reported procedure: To a mixed solution of the compound (260 mg, 0.65 mmol) obtained in Example 39c in ethanol/tetrahydrofuran (v/v=1/1, 6 mL) was added 2N aqueous sodium hydroxide solution (1.3 mL, 2.6 mmol), and the mixture was stirred at room temperature overnight. Water was added to the reaction mixture and the aqueous layer was washed with diethyl ether, neutralized with 1N aqueous hydrochloric acid solution, and the mixture was extracted with ethyl acetate. The obtained organic layer was washed with saturated...